This data is from the Open Reaction Database (ORD), a public repository of structured organic reaction records. The task is: describe an organic reaction: reactants, conditions, products, and yield The reactants are CCC1CC(C)(C(=O)C=CO)C1, O=S(Cl)Cl, c1ccccc1. Yields the product CCC1CC(C)(C(=O)C=CCl)C1. As a reaction SMILES: [OH:1][CH:2]=[CH:3][C:4](=[O:5])[C:6]1([CH3:12])[CH2:7][CH:8]([CH2:10][CH3:11])[CH2:9]1.[S:13]([Cl:14])([Cl:15])=[O:16].[cH:17]1[cH:18][cH:19][cH:20][cH:21][cH:22]1>>[CH:2](=[CH:3][C:4](=[O:5])[C:6]1([CH3:12])[CH2:7][CH:8]([CH2:10][CH3:11])[CH2:9]1)[Cl:15].